From a dataset of the Open Reaction Database (ORD), a public repository of structured organic reaction records. describe an organic reaction: reactants, conditions, products, and yield Starting materials: COC(C1=C(C=C(C=C1)OC1=CC=C(C=C1)OC)C)=O (4-(4-Methoxy-phenoxy)-2-methyl-benzoic acid methyl ester), BrN1C(CCC1=O)=O (N-bromosuccinimide), C(Cl)(Cl)(Cl)Cl (carbon tetrachloride), C(C1=CC=CC=C1)(=O)OOC(C1=CC=CC=C1)=O (benzoyl peroxide), BrN1C(CCC1=O)=O (N-bromosuccinimide). Solvent: CCOCC (ether). Yields the product COC(C1=C(C=C(C=C1)OC1=CC=C(C=C1)OC)CBr)=O (2-Bromomethyl-4-(4-methoxy-phenoxy)-benzoic acid methyl ester). The yield is 82.9%. RXN SMILES: [CH3:1][O:2][C:3](=[O:20])[C:4]1[CH:9]=[CH:8][C:7]([O:10][C:11]2[CH:16]=[CH:15][C:14]([O:17][CH3:18])=[CH:13][CH:12]=2)=[CH:6][C:5]=1[CH3:19].[Br:21]N1C(=O)CCC1=O.C(Cl)(Cl)(Cl)Cl.C(OOC(=O)C1C=CC=CC=1)(=O)C1C=CC=CC=1>CCOCC>[CH3:1][O:2][C:3](=[O:20])[C:4]1[CH:9]=[CH:8][C:7]([O:10][C:11]2[CH:16]=[CH:15][C:14]([O:17][CH3:18])=[CH:13][CH:12]=2)=[CH:6][C:5]=1[CH2:19][Br:21]. Procedure details: To a mixture of 4-(4-Methoxy-phenoxy)-2-methyl-benzoic acid methyl ester (2.8 grams, 10.3 mmol), N-bromosuccinimide (2.14 grams, 12 mmol) and carbon tetrachloride (12 mL) was added a crystal of benzoyl peroxide. The mixture was heated to reflux for 2 hours, and an additional 2.1 grams of N-bromosuccinimide was added. After refluxing for an additional 4 hours, the mixture was cooled to room temperature, diluted with ether, and the organic phase was washed with water, dried over magnesium sulfate,... The reactants are COC(C1=CC(=C(C=C1)OC(F)F)O)=O (3-hydroxy-4-(difluoromethoxy)-benzoic acid methyl ester), C(=O)([O-])[O-].[K+].[K+] (K2CO3), [Na+].[I-] (NaI), BrC1(CC1)C (bromo-methylcyclopropane). Solvent: CN(C)C=O (DMF), O (water). Reaction conditions: temperature 80 celsius. Product: COC(C1=CC(=C(C=C1)OC(F)F)OCC1CC1)=O (3-(cyclopropylmethoxy)-4-(difluoromethoxy)-benzoic acid methyl ester). As a reaction SMILES: [CH3:1][O:2][C:3](=[O:15])[C:4]1[CH:9]=[CH:8][C:7]([O:10][CH:11]([F:13])[F:12])=[C:6]([OH:14])[CH:5]=1.C([O-])([O-])=O.[K+].[K+].[Na+].[I-].Br[C:25]1([CH3:28])[CH2:27][CH2:26]1>CN(C=O)C.O>[CH3:1][O:2][C:3](=[O:15])[C:4]1[CH:9]=[CH:8][C:7]([O:10][CH:11]([F:12])[F:13])=[C:6]([O:14][CH2:28][CH:25]2[CH2:27][CH2:26]2)[CH:5]=1 |f:1.2.3,4.5|. Procedure details: 3-hydroxy-4-(difluoromethoxy)-benzoic acid methyl ester (5 g, 22.9 mmol), K2CO3 (4.75 g, 34.4 mmol), NaI (0.34 g, 2.3 mmol) and bromo-methylcyclopropane (3.7 g, 27.5 mmol) were dissolved in DMF (25 ml), and the heterogeneous mixture was stirred and warmed at 80° C. for two hours. The suspension was cooled to room temperature, and water (50 ml) was added under stirring. The heterogeneous mixture was cooled to 0 to 5° C. for 60 to 90 minutes, and the solid filtered on a gooch funnel and washed wit... As a reaction SMILES: C([NH:18][C@H:19]([C:29]([NH:31][C:32]1[CH:50]=[CH:49][C:35]([O:36][C:37]2[CH:38]=[C:39]3[C:43](=[CH:44][CH:45]=2)[NH:42][C:41]([NH2:46])=[C:40]3[C:47]#[N:48])=[CH:34][CH:33]=1)=[O:30])[CH2:20][O:21][C:22]([O:24][C:25]([CH3:28])([CH3:27])[CH3:26])=[O:23])(OCC1C2C(=CC=CC=2)C2C1=CC=CC=2)=O.N1CCCCC1>C(Cl)(Cl)Cl>[C:25]([O:24][C:22]([O:21][CH2:20][C@@H:19]([C:29]([NH:31][C:32]1[CH:50]=[CH:49][C:35]([O:36][C:37]2[CH:38]=[C:39]3[C:43](=[CH:44][CH:45]=2)[NH:42][C:41]([NH2:46])=[C:40]3[C:47]#[N:48])=[CH:34][CH:33]=1)=[O:30])[NH2:18])=[O:23])([CH3:28])([CH3:26])[CH3:27]. Yields the product C(C)(C)(C)OC(=O)OC[C@H](N)C(=O)NC1=CC=C(OC=2C=C3C(=C(NC3=CC2)N)C#N)C=C1 (5-[4-(O-t-butoxycarbonylserylamino)phenoxy]-2-amino-1H-indole-3-carbonitrile). Yield: 84.6%. Run in C(Cl)(Cl)Cl (CHCl3). The reactants are C(=O)(OCC1C2=CC=CC=C2C2=CC=CC=C12)N[C@@H](COC(=O)OC(C)(C)C)C(=O)NC1=CC=C(OC=2C=C3C(=C(NC3=CC2)N)C#N)C=C1 (5-[4-({N-FMOC-O-t-butoxycarbonylseryl}amino)phenoxy]-2-amino-1H-indole-3-carbonitrile), N1CCCCC1 (piperidine). Reported procedure: A solution of 5-[4-({N-FMOC-O-t-butoxycarbonylseryl}amino)phenoxy]-2-amino-1H-indole-3-carbonitrile (1.45 g; 2.3 mmol) in CHCl3, (30 ml) was treated dropwise with piperidine (3.25 ml). The mixture was stirred for 3 hours at room temperature and was directly purified by flash chromatography eluting with increasingly polar mixtures of MeOH/CH2Cl2 (2.5 to 10% MeOH). The appropriate fractions were evaporated to give 5-[4-(O-t-butoxycarbonylserylamino)phenoxy]-2-amino-1H-indole-3-carbonitrile as a wh... Run at time 3 hour. Procedure: To a solution of 2-(6-iodo-1H-indazol-3-yl)propan-2-ol (1.00 g, 3.31 mmol) in dry DMF (30 mL) at 0° C. under an atmosphere of nitrogen was introduced sodium hydride (212 mg of a 60% dispersion in mineral oil, 5.3 mmol). After 20 minutes at this temperature, 4-chloropyrimidin-2-amine (858 mg, 6.62 mmol) was added and the solution warmed to RT for 10 minutes, then to 65° C. for 23 hr. The reaction mixture was cooled to RT, quenched carefully with water (20 mL) and extracted with EtOAc (2×20 mL ext... Reaction SMILES: [I:1][C:2]1[CH:10]=[C:9]2[C:5]([C:6]([C:11]([OH:14])([CH3:13])[CH3:12])=[N:7][NH:8]2)=[CH:4][CH:3]=1.[H-].[Na+].Cl[C:18]1[CH:23]=[CH:22][N:21]=[C:20]([NH2:24])[N:19]=1>CN(C=O)C>[NH2:24][C:20]1[N:21]=[C:22]([N:8]2[C:9]3[C:5](=[CH:4][CH:3]=[C:2]([I:1])[CH:10]=3)[C:6]([C:11]([OH:14])([CH3:12])[CH3:13])=[N:7]2)[CH:23]=[CH:18][N:19]=1 |f:1.2|. Yields the product NC1=NC=CC(=N1)N1N=C(C2=CC=C(C=C12)I)C(C)(C)O (2-[1-(2-aminopyrimidin-4-yl)-6-iodo-1H-indazol-3-yl]propan-2-ol). The reactants are IC1=CC=C2C(=NNC2=C1)C(C)(C)O (2-(6-iodo-1H-indazol-3-yl)propan-2-ol), [H-].[Na+] (sodium hydride), ClC1=NC(=NC=C1)N (4-chloropyrimidin-2-amine). The solvent is CN(C)C=O (DMF). Conditions: time 23 hour. Starting materials: CC(C)(C#C)N (1,1-Dimethylpropargylamine), [Li+].[NH2-] (lithamide), BrCCOCCCC1=CC=CC=C1 ([3-(2-bromoethoxy)propyl]benzene). Solvent: N (ammonia), N (ammonia). Reaction conditions: time 90 minute. Product: CC(C#CCCOCCCC1=CC=CC=C1)(N)C (1,1-Dimethyl-5-(3-phenylpropoxy)-2-pentynamine). The yield is 13.8%. As a reaction SMILES: [CH3:1][C:2]([NH2:6])([C:4]#[CH:5])[CH3:3].[Li+].[NH2-].Br[CH2:10][CH2:11][O:12][CH2:13][CH2:14][CH2:15][C:16]1[CH:21]=[CH:20][CH:19]=[CH:18][CH:17]=1>N>[CH3:1][C:2]([CH3:3])([NH2:6])[C:4]#[C:5][CH2:10][CH2:11][O:12][CH2:13][CH2:14][CH2:15][C:16]1[CH:21]=[CH:20][CH:19]=[CH:18][CH:17]=1 |f:1.2|. Procedure: 1,1-Dimethylpropargylamine (8.5 g) was added dropwise to a suspension of lithamide [from lithium (1.7 g)] in liquid ammonia (100 ml) at -33°. The mixture was stirred for 90 min and a solution of [3-(2-bromoethoxy)propyl]benzene (21.5 g) in ER (30 ml) was added dropwise. The suspension was stirred at 4 h and ammonia was allowed to evaporate overnight. The residue was treated with H2O (100 ml) and extracted with ER (3×100 ml). The dried extract was evaporated and the residue was distilled to give ...